Dataset: the Open Reaction Database (ORD), a public repository of structured organic reaction records. Task: describe an organic reaction: reactants, conditions, products, and yield The reactants are O (water), S1C(=NC2=C1C=CC=C2)C2=C(C=C(C=C2)OC)NC(C2=CC(=C(C=C2)OCCN2CCCCC2)F)=O (N-(2-benzothiazol-2-yl-5-methoxyphenyl)-3-fluoro-4-(2-piperidin-1ylethoxy)benzamide), [H-].[Al+3].[Li+].[H-].[H-].[H-] (lithium aluminum hydride). Yields the product S1C(=NC2=C1C=CC=C2)C2=C(C=C(C=C2)OC)NCC2=CC(=C(C=C2)OCCN2CCCCC2)F ((2-Benzothiazol-2-yl-5-methoxyphenyl)[3-fluoro-4-(2-piperidin-1-ylethoxy)benzyl]amine). Conditions: time 4 hour. Procedure: To a suspension of lithium aluminum hydride (90 mg) in tetrahydrofuran (5 ml) was added dropwise a solution of N-(2-benzothiazol-2-yl-5-methoxyphenyl)-3-fluoro-4-(2-piperidin-1ylethoxy)benzamide (300 mg) in tetrahydrofuran (1 ml) on an ice bath, and the solution was stirred for 4 hours at room temperature. To the reaction mixture were sequentially added tetrahydrofuran (10 ml), water (0.14 ml), an aqueous solution of 5N sodium hydroxide (0.14 ml) and water (0.42 ml) on an ice bath, the resulting... Reaction SMILES: [H-].[Al+3].[Li+].[H-].[H-].[H-].[S:7]1[C:11]2[CH:12]=[CH:13][CH:14]=[CH:15][C:10]=2[N:9]=[C:8]1[C:16]1[CH:21]=[CH:20][C:19]([O:22][CH3:23])=[CH:18][C:17]=1[NH:24][C:25](=O)[C:26]1[CH:31]=[CH:30][C:29]([O:32][CH2:33][CH2:34][N:35]2[CH2:40][CH2:39][CH2:38][CH2:37][CH2:36]2)=[C:28]([F:41])[CH:27]=1.O>O1CCCC1>[S:7]1[C:11]2[CH:12]=[CH:13][CH:14]=[CH:15][C:10]=2[N:9]=[C:8]1[C:16]1[CH:21]=[CH:20][C:19]([O:22][CH3:23])=[CH:18][C:17]=1[NH:24][CH2:25][C:26]1[CH:31]=[CH:30][C:29]([O:32][CH2:33][CH2:34][N:35]2[CH2:40][CH2:39][CH2:38][CH2:37][CH2:36]2)=[C:28]([F:41])[CH:27]=1 |f:0.1.2.3.4.5|. The solvent is O1CCCC1 (tetrahydrofuran), O1CCCC1 (tetrahydrofuran), O1CCCC1 (tetrahydrofuran). Isolated yield 41.1%. Starting materials: CC(C)(C)OC(=O)N1CCC(O)(c2cncc(C(F)(F)F)c2)CC1, O=S(Cl)Cl, c1ccncc1. The product is CC(C)(C)OC(=O)N1CC=C(c2cncc(C(F)(F)F)c2)CC1. Reaction SMILES: [OH:1][C:2]1([c:15]2[cH:16][n:17][cH:18][c:19]([C:21]([F:22])([F:23])[F:24])[cH:20]2)[CH2:3][CH2:4][N:5]([C:8](=[O:9])[O:10][C:11]([CH3:12])([CH3:13])[CH3:14])[CH2:6][CH2:7]1.[S:25]([Cl:26])([Cl:27])=[O:28].[cH:29]1[cH:30][cH:31][n:32][cH:33][cH:34]1>>[C:2]1([c:15]2[cH:16][n:17][cH:18][c:19]([C:21]([F:22])([F:23])[F:24])[cH:20]2)=[CH:3][CH2:4][N:5]([C:8](=[O:9])[O:10][C:11]([CH3:12])([CH3:13])[CH3:14])[CH2:6][CH2:7]1.